This data is from the Open Reaction Database (ORD), a public repository of structured organic reaction records. The task is: describe an organic reaction: reactants, conditions, products, and yield Reactants: 3s, CS(=O)(=O)N(NS(=O)(=O)C)C (1,2-bis(methylsulfonyl)-1-methylhydrazine), C([O-])([O-])=O.[Na+].[Na+] (sodium carbonate), ClC(=O)OC (methyl chloroformate). Run in CC(=O)C (acetone). Yields the product CS(=O)(=O)N(N(C(=O)OC)S(=O)(=O)C)C (1,2-Bis(methylsulfonyl)-2-(methoxycarbonyl)-1-methylhydrazine). As a reaction SMILES: [CH3:1][S:2]([N:5]([CH3:11])[NH:6][S:7]([CH3:10])(=[O:9])=[O:8])(=[O:4])=[O:3].C(=O)([O-])[O-].[Na+].[Na+].Cl[C:19]([O:21][CH3:22])=[O:20]>CC(C)=O>[CH3:1][S:2]([N:5]([CH3:11])[N:6]([S:7]([CH3:10])(=[O:8])=[O:9])[C:19]([O:21][CH3:22])=[O:20])(=[O:3])=[O:4] |f:1.2.3|. Procedure: 1,2-Bis(methylsulfonyl)-2-(methoxycarbonyl)-1-methylhydrazine (compound 6) was synthesized as follows: A mixture of 1,2-bis(methylsulfonyl)-1-methylhydrazine (Shyam et al., J. Med. Chem. 30 2157-2161 (1987)) (1.00 g, 0.005 mol), anhydrous sodium carbonate (1.9 g, 0.018 mol), methyl chloroformate (1.23 g, 0.013 mol) and acetone (30 ml) was heated under reflux for 18 hr. The reaction mixture was filtered and the filtrate evaporated to dryness in vacuo. The residue, a thick oil, was stirred with me... The reactants are Cc1ccc(S(=O)(=O)n2cc(C)c3c(Nc4c(F)cc(N(Cc5ccccc5)Cc5ccccc5)cc4F)ccnc32)cc1, CCOC(C)=O, CCO, [Na+], [OH-], O. Product: Cc1c[nH]c2nccc(Nc3c(F)cc(N(Cc4ccccc4)Cc4ccccc4)cc3F)c12. RXN SMILES: [CH2:3]([c:4]1[cH:5][cH:6][cH:7][cH:8][cH:9]1)[N:10]([c:11]1[cH:12][c:13]([F:39])[c:14]([NH:18][c:19]2[c:20]3[c:21]([n:22][cH:23][cH:24]2)[n:25]([S:29]([c:30]2[cH:31][cH:32][c:33]([CH3:34])[cH:35][cH:36]2)(=[O:37])=[O:38])[cH:26][c:27]3[CH3:28])[c:15]([F:17])[cH:16]1)[CH2:40][c:41]1[cH:42][cH:43][cH:44][cH:45][cH:46]1.[CH3:48][CH2:49][O:50][C:51](=[O:52])[CH3:53].[CH3:54][CH2:55][OH:56].[Na+:2].[OH-:1].[OH2:47]>>[CH2:3]([c:4]1[cH:5][cH:6][cH:7][cH:8][cH:9]1)[N:10]([c:11]1[cH:12][c:13]([F:39])[c:14]([NH:18][c:19]2[c:20]3[c:21]([n:22][cH:23][cH:24]2)[nH:25][cH:26][c:27]3[CH3:28])[c:15]([F:17])[cH:16]1)[CH2:40][c:41]1[cH:42][cH:43][cH:44][cH:45][cH:46]1. The reactants are ClC1=CC=C(NCC2=CC=C(C=C2)O)C=C1 (4-(4-chloroanilinomethyl)phenol), BrC(C(=O)OCC)(C)C (ethyl 2-bromo-2-methylpropionate), C([O-])([O-])=O.[K+].[K+] (potassium carbonate). Run in C(C(C)C)C(=O)C (methyl isobutyl ketone). Product: ClC1=CC=C(NCC2=CC=C(OC(C(=O)OCC)(C)C)C=C2)C=C1 (ethyl 2-[4-(4-chloroanilinomethyl)phenoxy]-2-methylpropionate). The yield is 55.1%. RXN SMILES: [Cl:1][C:2]1[CH:16]=[CH:15][C:5]([NH:6][CH2:7][C:8]2[CH:13]=[CH:12][C:11]([OH:14])=[CH:10][CH:9]=2)=[CH:4][CH:3]=1.Br[C:18]([CH3:25])([CH3:24])[C:19]([O:21][CH2:22][CH3:23])=[O:20].C(=O)([O-])[O-].[K+].[K+]>C(C(C)=O)C(C)C>[Cl:1][C:2]1[CH:3]=[CH:4][C:5]([NH:6][CH2:7][C:8]2[CH:13]=[CH:12][C:11]([O:14][C:18]([CH3:25])([CH3:24])[C:19]([O:21][CH2:22][CH3:23])=[O:20])=[CH:10][CH:9]=2)=[CH:15][CH:16]=1 |f:2.3.4|. Procedure: A mixture of 500 mg of 4-(4-chloroanilinomethyl)phenol, 632 mg of ethyl 2-bromo-2-methylpropionate, 7.5 ml of methyl isobutyl ketone and 448 mg of potassium carbonate is refluxed under heating for 6 hours. The insolubles are filtered off from the reaction mixture, and the filtrate is washed with water, dried and concentrated. The residue (730 mg) is purified by column chromatography, using 22 g of silica gel and chloroform as a developer to give 410 mg of ethyl 2-[4-(4-chloroanilinomethyl)phenox... Reactants: O=C(Cl)c1ccccc1, Cc1cc([N+](=O)[O-])ccc1N, Cc1ccccc1. The product is Cc1cc([N+](=O)[O-])ccc1NC(=O)c1ccccc1. RXN SMILES: [C:12]([c:13]1[cH:14][cH:15][cH:16][cH:17][cH:18]1)(=[O:19])[Cl:20].[CH3:1][c:2]1[c:3]([NH2:4])[cH:5][cH:6][c:7]([N+:9](=[O:10])[O-:11])[cH:8]1.[CH3:21][c:22]1[cH:23][cH:24][cH:25][cH:26][cH:27]1>>[CH3:1][c:2]1[c:3]([NH:4][C:12]([c:13]2[cH:14][cH:15][cH:16][cH:17][cH:18]2)=[O:19])[cH:5][cH:6][c:7]([N+:9](=[O:10])[O-:11])[cH:8]1. Reactants: CCOC(=O)C(c1ccccc1C)N1CCN(C(=O)OC(C)(C)C)CC1, CCO, [Na+], [OH-]. The product is Cc1ccccc1C(C(=O)O)N1CCN(C(=O)OC(C)(C)C)CC1. Reaction SMILES: [C:1]([CH3:2])([CH3:3])([CH3:4])[O:5][C:6](=[O:7])[N:8]1[CH2:9][CH2:10][N:11]([CH:14]([c:15]2[c:16]([CH3:21])[cH:17][cH:18][cH:19][cH:20]2)[C:22](=[O:23])[O:24][CH2:25][CH3:26])[CH2:12][CH2:13]1.[CH3:29][CH2:30][OH:31].[Na+:28].[OH-:27]>>[C:1]([CH3:2])([CH3:3])([CH3:4])[O:5][C:6](=[O:7])[N:8]1[CH2:9][CH2:10][N:11]([CH:14]([c:15]2[c:16]([CH3:21])[cH:17][cH:18][cH:19][cH:20]2)[C:22](=[O:23])[OH:24])[CH2:12][CH2:13]1. Starting materials: intermediate 19, FC1=C(C=CC=C1F)O (2,3-difluoro-phenol), COC(C(CC1CCCC1)Br)=O (2-bromo-3-cyclopentyl-propionic acid methyl ester), ClC=1C(N(N=CC1Cl)C1OCCCC1)=O (4,5-dichloro-2-(tetrahydropyran-2-yl)-2H-pyridazin-3-one), ClC=1C(N(N=CC1Cl)C1OCCCC1)=O (4,5-dichloro-2-(tetrahydropyran-2-yl)-2H-pyridazin-3-one), COC(C(CC1CCCC1)Br)=O (2-bromo-3-cyclopentyl-propionic acid methyl ester). The product is C1(CCCC1)CC(C(=O)O)N1N=CC(=CC1=O)OC1=C(C(=CC=C1)F)F (3-cyclopentyl-2-[4-(2,3-difluoro-phenoxy)-6-oxo-6H-pyridazin-1-yl]-propionic acid). Yield: 63.0%. As a reaction SMILES: Cl[C:2]1[C:3](=[O:15])[N:4](C2CCCCO2)[N:5]=[CH:6][C:7]=1Cl.[F:16][C:17]1[C:22]([F:23])=[CH:21][CH:20]=[CH:19][C:18]=1[OH:24].C[O:26][C:27](=[O:36])[CH:28](Br)[CH2:29][CH:30]1[CH2:34][CH2:33][CH2:32][CH2:31]1>>[CH:30]1([CH2:29][CH:28]([N:4]2[C:3](=[O:15])[CH:2]=[C:7]([O:24][C:18]3[CH:19]=[CH:20][CH:21]=[C:22]([F:23])[C:17]=3[F:16])[CH:6]=[N:5]2)[C:27]([OH:26])=[O:36])[CH2:34][CH2:33][CH2:32][CH2:31]1. Reported procedure: In an analogous manner to the stepwise sequence outlined in intermediate 19, starting from 4,5-dichloro-2-(tetrahydropyran-2-yl)-2H-pyridazin-3-one (Intermediate 20) and 2,3-difluoro-phenol and alkylating with 2-bromo-3-cyclopentyl-propionic acid methyl ester (Intermediate 10) afforded 3-cyclopentyl-2-[4-(2,3-difluoro-phenoxy)-6-oxo-6H-pyridazin-1-yl]-propionic acid (14.91 g, 63%) as a white solid; ESI-MS 364 [M+H+]; HPLC: >95% (purity). 1H-NMR (300 MHz, CDCl3) δ 7.89-7.90 (d, 1H), 7.12-7.19 (m,... The reactants are C(C)(C)(C)OC(NC1=CC(=C(C=C1)C(C=CN(C)C)=O)Cl)=O ([3-chloro-4-(3-dimethylamino-acryloyl)-phenyl]-carbamic acid tert-butyl ester), Cl.NO (hydroxylamine hydrochloride). Solvent: C(C)(=O)OCC (ethyl acetate), O1CCOCC1 (dioxane). Conditions: time 10 day. Product: C(C)(C)(C)OC(NC1=CC(=C(C=C1)C1=CC=NO1)Cl)=O ((3-Chloro-4-isoxazol-5-yl-phenyl)-carbamic acid tert-butyl ester). RXN SMILES: [C:1]([O:5][C:6](=[O:22])[NH:7][C:8]1[CH:13]=[CH:12][C:11]([C:14](=[O:20])[CH:15]=[CH:16][N:17](C)C)=[C:10]([Cl:21])[CH:9]=1)([CH3:4])([CH3:3])[CH3:2].Cl.NO>O1CCOCC1.C(OCC)(=O)C>[C:1]([O:5][C:6](=[O:22])[NH:7][C:8]1[CH:13]=[CH:12][C:11]([C:14]2[O:20][N:17]=[CH:16][CH:15]=2)=[C:10]([Cl:21])[CH:9]=1)([CH3:4])([CH3:3])[CH3:2] |f:1.2|. Reported procedure: A solution of [3-chloro-4-(3-dimethylamino-acryloyl)-phenyl]-carbamic acid tert-butyl ester (270 mg) in dioxane (3 ml) is treated with hydroxylamine hydrochloride (122 mg) and the mixture is stirred at room temperature for 10 days. The mixture is diluted with ethyl acetate, washed successively with water, 5% aqueous sodium bicarbonate, saturated aqueous sodium chloride, and then dried over anhydrous magnesium sulfate. The solvent is removed by evaporation under reduced pressure and the resulting...